This data is from the Open Reaction Database (ORD), a public repository of structured organic reaction records. The task is: describe an organic reaction: reactants, conditions, products, and yield Starting materials: CC(C)(C)[Si](C)(C)N1CCc2cc(Br)cnc21, [Li]C(C)(C)C, CCCCC, CI, CCOCC. Product: Cc1cnc2c(c1)CCN2[Si](C)(C)C(C)(C)C. Reaction SMILES: [Br:1][c:2]1[cH:3][c:4]2[c:5]([n:6][cH:7]1)[N:8]([Si:11]([CH3:12])([CH3:13])[C:14]([CH3:15])([CH3:16])[CH3:17])[CH2:9][CH2:10]2.[C:18]([Li:19])([CH3:20])([CH3:21])[CH3:22].[CH3:23][CH2:24][CH2:25][CH2:26][CH3:27].[CH3:28][I:29].[CH3:30][CH2:31][O:32][CH2:33][CH3:34]>>[c:2]1([CH3:18])[cH:3][c:4]2[c:5]([n:6][cH:7]1)[N:8]([Si:11]([CH3:12])([CH3:13])[C:14]([CH3:15])([CH3:16])[CH3:17])[CH2:9][CH2:10]2. Reactants: COC(=O)C1=C(N(C2=CC(=CC=C12)Cl)C(C)C)C (6-chloro-1-isopropyl-2-methyl-1H-indole-3-carboxylic acid methyl ester), CC=1C=C(C=CC1B1OC(C(O1)(C)C)(C)C)O (3-methyl-4-(4,4,5,5-tetramethyl-[1,3,2]dioxaborolan-2-yl)-phenol), [O-]P(=O)([O-])[O-].[K+].[K+].[K+] (potassium phosphate tribasic), N-hydrate, Cl (HCl). The reagents and catalysts are C=1C=CC(=CC1)/C=C/C(=O)/C=C/C2=CC=CC=C2.C=1C=CC(=CC1)/C=C/C(=O)/C=C/C2=CC=CC=C2.C=1C=CC(=CC1)/C=C/C(=O)/C=C/C2=CC=CC=C2.[Pd].[Pd] (tris(dibenzylideneacetone)dipalladium(0)), C1(CCCCC1)P(C1CCCCC1)C1CCCCC1 (tricyclohexylphosphine). Solvent: O1CCOCC1 (dioxane), O (water). Reaction conditions: temperature 120 celsius, time 16 hour. The product is COC(=O)C1=C(N(C2=CC(=CC=C12)C1=C(C=C(C=C1)O)C)C(C)C)C (6-(4-Hydroxy-2-methyl-phenyl)-1-isopropyl-2-methyl-1H-indole-3-carboxylic acid methyl ester). The yield is 88.1%. As a reaction SMILES: [CH3:1][O:2][C:3]([C:5]1[C:13]2[C:8](=[CH:9][C:10](Cl)=[CH:11][CH:12]=2)[N:7]([CH:15]([CH3:17])[CH3:16])[C:6]=1[CH3:18])=[O:4].[CH3:19][C:20]1[CH:21]=[C:22]([OH:35])[CH:23]=[CH:24][C:25]=1B1OC(C)(C)C(C)(C)O1.[O-]P([O-])([O-])=O.[K+].[K+].[K+].Cl>O.C1C=CC(/C=C/C(/C=C/C2C=CC=CC=2)=O)=CC=1.C1C=CC(/C=C/C(/C=C/C2C=CC=CC=2)=O)=CC=1.C1C=CC(/C=C/C(/C=C/C2C=CC=CC=2)=O)=CC=1.[Pd].[Pd].C1(P(C2CCCCC2)C2CCCCC2)CCCCC1.O1CCOCC1>[CH3:1][O:2][C:3]([C:5]1[C:13]2[C:8](=[CH:9][C:10]([C:25]3[CH:24]=[CH:23][C:22]([OH:35])=[CH:21][C:20]=3[CH3:19])=[CH:11][CH:12]=2)[N:7]([CH:15]([CH3:17])[CH3:16])[C:6]=1[CH3:18])=[O:4] |f:2.3.4.5,8.9.10.11.12|. Procedure: A mixture of 6-chloro-1-isopropyl-2-methyl-1H-indole-3-carboxylic acid methyl ester (200 mg, 0.75 mmol), 3-methyl-4-(4,4,5,5-tetramethyl-[1,3,2]dioxaborolan-2-yl)-phenol (351 mg, 1.50 mmol), dioxane (2.5 mL), potassium phosphate tribasic, N-hydrate (2.59 g, 1.28 mmol), tris(dibenzylideneacetone)dipalladium(0) (12 mg, 0.013 mmol) and tricyclohexylphosphine (9 mg, 0.03 mmol) is stirred under nitrogen at 120° C. for 16 h. The mixture is acidified with 1N HCl, diluted with water, and extracted with ... Starting materials: C(C)(=O)OC=1C(=C2CCC(OC2=C(C1C)C)OC)C ((±)-6-acetoxy-2-methoxy-5,7,8-trimethylchroman), OC=1C(=C2CCC(OC2=C(C1C)C)OC)C ((±)-6-hydroxy-2-methoxy-5,7,8-trimethylchroman). Solvent: C(C)(=O)O.O (acetic acid H2O). Yields the product C(C)(=O)OC=1C(=C2CCC(OC2=C(C1C)C)O)C ((±)-6-acetoxy-2-hydroxy-5,7,8-trimethylchroman). As a reaction SMILES: [C:1]([O:4][C:5]1[C:6]([CH3:19])=[C:7]2[C:12](=[C:13]([CH3:16])[C:14]=1[CH3:15])[O:11][CH:10]([O:17]C)[CH2:9][CH2:8]2)(=[O:3])[CH3:2].OC1C(C)=C2C(=C(C)C=1C)OC(OC)CC2>C(O)(=O)C.O>[C:1]([O:4][C:5]1[C:6]([CH3:19])=[C:7]2[C:12](=[C:13]([CH3:16])[C:14]=1[CH3:15])[O:11][CH:10]([OH:17])[CH2:9][CH2:8]2)(=[O:3])[CH3:2] |f:2.3|. Reported procedure: A solution of (±)-6-acetoxy-2-methoxy-5,7,8-trimethylchroman, prepared as described in Example 2 from 0.1 mole of (±)-6-hydroxy-2-methoxy-5,7,8-trimethylchroman, in 200 ml. of 1:1 acetic acid-H2O was heated at reflux under a nitrogen atmosphere for 1.5 hours. The mixture was cooled, diluted with 200 ml. of H2O and filtered. The solid was washed with H2O and dried to give (±)-6-acetoxy-2-hydroxy-5,7,8-trimethylchroman as a white solid, m.p. 115°-120°. Starting materials: BrC1=C(C(=C(S1)Br)Br)Br (tetrabromothiophene), C(CCC)[Li] (n-butyllithium), C(C(=O)OCC)(=O)OCC (diethyl oxalate). Run at temperature -18 celsius, time 10 minute. Yields the product C(C)OC(C(=O)C=1SC(=C(C1Br)Br)Br)=O ((3,4,5-tribromothiophen-2-yl)-oxo-acetic acid ethyl ester). Yield: 71.3%. Reaction SMILES: [Br:1][C:2]1[S:6][C:5](Br)=[C:4]([Br:8])[C:3]=1[Br:9].C([Li])CCC.[C:15](OCC)(=[O:21])[C:16]([O:18][CH2:19][CH3:20])=[O:17]>>[CH2:19]([O:18][C:16](=[O:17])[C:15]([C:5]1[S:6][C:2]([Br:1])=[C:3]([Br:9])[C:4]=1[Br:8])=[O:21])[CH3:20]. Reported procedure: To tetrabromothiophene (2.0 g, 5.0 mmol) in an oven dried 50 mL flask, evacuated and flushed with nitrogen, was added anhydrous diethyl ether (12 ml). The resulting solution was cooled to −18° C., then n-butyllithium (1.6 M in hexane) (3.1 ml, 5.0 mmol ) was added dropwise via a syringe. After stirring for 10 min at −18° C., diethyl oxalate (0.75 ml, 5.5 mmol) was added dropwise. Stirring was continued for 30 min, then the reaction mixture was quenched with 1N HCl. The organic layer was separate... RXN SMILES: [C:36]([O:37][BH-:38]([O:39][C:40](=[O:41])[CH3:42])[O:43][C:44](=[O:45])[CH3:46])(=[O:47])[CH3:48].[CH3:1][O:2][C:3](=[O:4])[c:5]1[s:6][c:7](-[c:18]2[cH:19][c:20]([NH2:24])[cH:21][cH:22][cH:23]2)[c:8]([Br:17])[c:9]1[O:10][CH2:11][C:12](=[O:13])[O:14][CH2:15][CH3:16].[CH3:32][C:33](=[O:34])[OH:35].[Cl:50][CH2:51][Cl:52].[Na+:49].[O:25]=[C:26]1[CH2:27][CH2:28][CH2:29][CH2:30][CH2:31]1>>[CH3:1][O:2][C:3](=[O:4])[c:5]1[s:6][c:7](-[c:18]2[cH:19][c:20]([NH:24][CH:26]3[CH2:27][CH2:28][CH2:29][CH2:30][CH2:31]3)[cH:21][cH:22][cH:23]2)[c:8]([Br:17])[c:9]1[O:10][CH2:11][C:12](=[O:13])[O:14][CH2:15][CH3:16]. Product: CCOC(=O)COc1c(C(=O)OC)sc(-c2cccc(NC3CCCCC3)c2)c1Br. The reactants are CC(=O)O[BH-](OC(C)=O)OC(C)=O, CCOC(=O)COc1c(C(=O)OC)sc(-c2cccc(N)c2)c1Br, CC(=O)O, ClCCl, [Na+], O=C1CCCCC1. The reactants are Nc1ncc(Br)nc1Br, NCc1ccc2ncc(Br)cc2c1, CCO, CCN(C(C)C)C(C)C. Yields the product Nc1ncc(Br)nc1NCc1ccc2ncc(Br)cc2c1. RXN SMILES: [Br:14][c:15]1[c:16]([NH2:22])[n:17][cH:18][c:19]([Br:21])[n:20]1.[Br:1][c:2]1[cH:3][n:4][c:5]2[cH:6][cH:7][c:8]([CH2:12][NH2:13])[cH:9][c:10]2[cH:11]1.[CH3:32][CH2:33][OH:34].[CH:23]([N:24]([CH2:25][CH3:26])[CH:27]([CH3:28])[CH3:29])([CH3:30])[CH3:31]>>[Br:1][c:2]1[cH:3][n:4][c:5]2[cH:6][cH:7][c:8]([CH2:12][NH:13][c:15]3[c:16]([NH2:22])[n:17][cH:18][c:19]([Br:21])[n:20]3)[cH:9][c:10]2[cH:11]1.